This data is from the Open Reaction Database (ORD), a public repository of structured organic reaction records. The task is: describe an organic reaction: reactants, conditions, products, and yield Starting materials: O=C([O-])O, O=C(NCC(=O)C1CC(=O)N(O)C1=O)OCc1ccccc1, COCCOC, CCOC(C)=O, Cl, [Na+], O, O=C(O)C1CC(O)CN1. Yields the product O=C(NCC(=O)N1CC(O)CC1C(=O)O)OCc1ccccc1. RXN SMILES: [C:10](=[O:11])([O-:12])[OH:13].[CH2:15]([c:16]1[cH:17][cH:18][cH:19][cH:20][cH:21]1)[O:22][C:23](=[O:24])[NH:25][CH2:26][C:27](=[O:28])[CH:29]1[CH2:30][C:31](=[O:32])[N:33]([OH:34])[C:35]1=[O:36].[CH2:39]([CH2:40][O:41][CH3:42])[O:43][CH3:44].[CH3:45][CH2:46][O:47][C:48](=[O:49])[CH3:50].[ClH:37].[Na+:14].[OH2:38].[OH:1][CH:2]1[CH2:3][NH:4][CH:5]([C:7]([OH:8])=[O:9])[CH2:6]1>>[OH:1][CH:2]1[CH2:3][N:4]([C:27]([CH2:26][NH:25][C:23]([O:22][CH2:15][c:16]2[cH:17][cH:18][cH:19][cH:20][cH:21]2)=[O:24])=[O:28])[CH:5]([C:7]([OH:8])=[O:9])[CH2:6]1.